From a dataset of the Open Reaction Database (ORD), a public repository of structured organic reaction records. describe an organic reaction: reactants, conditions, products, and yield The reactants are CC(=O)Oc1cc(OCc2ccccc2)ccc1OCc1ccccc1, CCO, [Na+], [OH-]. Product: Oc1cc(OCc2ccccc2)ccc1OCc1ccccc1. As a reaction SMILES: [CH2:1]([c:2]1[cH:3][cH:4][cH:5][cH:6][cH:7]1)[O:8][c:9]1[c:10]([O:23][C:24](=[O:25])[CH3:26])[cH:11][c:12]([O:15][CH2:16][c:17]2[cH:18][cH:19][cH:20][cH:21][cH:22]2)[cH:13][cH:14]1.[CH3:29][CH2:30][OH:31].[Na+:28].[OH-:27]>>[CH2:1]([c:2]1[cH:3][cH:4][cH:5][cH:6][cH:7]1)[O:8][c:9]1[c:10]([OH:23])[cH:11][c:12]([O:15][CH2:16][c:17]2[cH:18][cH:19][cH:20][cH:21][cH:22]2)[cH:13][cH:14]1. Reactants: FC1=NC(=CC2=C1OC1=CC=C(C=C1[C@]21N=C(OC1)N)C=1C=NC=CC1)C=1C=NC=CC1 ((S)-1-fluoro-3,7-di(pyridin-3-yl)-5′H-spiro[chromeno[2,3-c]pyridine-5,4′-oxazol]-2′-amine), C[O-].[Na+] (sodium methoxide). Solvent: CO (MeOH). Product: COC1=NC(=CC2=C1OC1=CC=C(C=C1[C@]21N=C(OC1)N)C=1C=NC=CC1)C=1C=NC=CC1 ((S)-1-methoxy-3,7-di(pyridin-3-yl)-5′H-spiro[chromeno[2,3-c]pyridine-5,4′-oxazol]-2′-amine). RXN SMILES: F[C:2]1[C:7]2[O:8][C:9]3[C:14]([C@@:15]4([CH2:19][O:18][C:17]([NH2:20])=[N:16]4)[C:6]=2[CH:5]=[C:4]([C:27]2[CH:28]=[N:29][CH:30]=[CH:31][CH:32]=2)[N:3]=1)=[CH:13][C:12]([C:21]1[CH:22]=[N:23][CH:24]=[CH:25][CH:26]=1)=[CH:11][CH:10]=3.[CH3:33][O-:34].[Na+]>CO>[CH3:33][O:34][C:2]1[C:7]2[O:8][C:9]3[C:14]([C@@:15]4([CH2:19][O:18][C:17]([NH2:20])=[N:16]4)[C:6]=2[CH:5]=[C:4]([C:27]2[CH:28]=[N:29][CH:30]=[CH:31][CH:32]=2)[N:3]=1)=[CH:13][C:12]([C:21]1[CH:22]=[N:23][CH:24]=[CH:25][CH:26]=1)=[CH:11][CH:10]=3 |f:1.2|. Procedure details: A solution of (S)-1-fluoro-3,7-di(pyridin-3-yl)-5′H-spiro[chromeno[2,3-c]pyridine-5,4′-oxazol]-2′-amine (40 mg, 0.094 mmol) and sodium methoxide (52.4 μL, 0.940 mmol) in 15 mL of MeOH was heated to 65° for 5 h. After cooling to rt, the reaction was evaporated to dryness and was partitioned between water (100 mL) and EtOAc (100 mL). The layers were separated and the organics were dried over sodium sulfate, filtered and evaporated to dryness. Flash column (CH2Cl2 to CH2Cl2/MeOH=100:5 to 100:10 to ... Reactants: Cl.NCC(=O)C1=CC=C(C=C1)F (2-Amino-1-(4-fluoro-phenyl)-ethanone hydrochloride), resultant mixture, C(C)(=O)N1CCC(CC1)C(=O)O (1-acetylpiperidine-4-carboxylic acid), C(Cl)Cl (methylene chloride), C(=O)(C=1NC=CN1)C=1NC=CN1 (carbonyl diimidazole). Solvent: CN(C)C=O (DMF). Reaction conditions: time 2 hour. Product: FC1=CC=C(C=C1)C(CNC(=O)C1CCN(CC1)C(C)=O)=O (1-Acetyl-piperidine-4-carboxylic acid[2-(4-fluoro-phenyl)-2-oxo-ethyl]-amide). Yield: 85.1%. Reaction SMILES: [C:1]([N:4]1[CH2:9][CH2:8][CH:7]([C:10]([OH:12])=O)[CH2:6][CH2:5]1)(=[O:3])[CH3:2].C(Cl)Cl.C(C1NC=CN=1)(C1NC=CN=1)=O.Cl.[NH2:29][CH2:30][C:31]([C:33]1[CH:38]=[CH:37][C:36]([F:39])=[CH:35][CH:34]=1)=[O:32]>CN(C=O)C>[F:39][C:36]1[CH:35]=[CH:34][C:33]([C:31](=[O:32])[CH2:30][NH:29][C:10]([CH:7]2[CH2:6][CH2:5][N:4]([C:1](=[O:3])[CH3:2])[CH2:9][CH2:8]2)=[O:12])=[CH:38][CH:37]=1 |f:3.4|. Reported procedure: To a 22-L flask is added 526.4 g (3.07 mol) of 1-acetylpiperidine-4-carboxylic acid, 8 L of methylene chloride, and 55 mL of DMF. To the resultant heterogeneous suspension is added 508.9 g (3.13 mol) of carbonyl diimidazole in two portions at room temperature. After two hours, 583.5 g (3.07 mol) of 2-Amino-1-(4-fluoro-phenyl)-ethanone hydrochloride (J. Heterocylcic Chem (1987), 24, 297. ) is added and the resultant mixture is allowed to stir overnight. The reaction mixture is extracted with 2 N ... The reactants are [OH-].[NH4+] (ammonium hydroxide), C1(C=2C(C(N1C(CC(=O)O)C1=CC=C(C=C1)OCCC)=O)=CC=CC2)=O (3-phthalimido-3(4-propoxyphenyl)propionic acid), C(=O)(N1C=NC=C1)N1C=NC=C1 (carbonyldiimidazole), CN(C)C1=NC=CC=C1 (dimethylaminopyridine). Run in O (water). Run at time 45 minute. Product: C1(C=2C(C(N1C(CC(=O)N)C1=CC=C(C=C1)OCCC)=O)=CC=CC2)=O (3-phthalimido-3-(4-propoxyphenyl)propionamide). Isolated yield 36.4%. Reaction SMILES: [C:1]1(=[O:26])[N:5]([CH:6]([C:11]2[CH:16]=[CH:15][C:14]([O:17][CH2:18][CH2:19][CH3:20])=[CH:13][CH:12]=2)[CH2:7][C:8](O)=[O:9])[C:4](=[O:21])[C:3]2=[CH:22][CH:23]=[CH:24][CH:25]=[C:2]12.C(N1C=CN=C1)([N:29]1C=CN=C1)=O.CN(C1C=CC=CN=1)C.[OH-].[NH4+]>O>[C:1]1(=[O:26])[N:5]([CH:6]([C:11]2[CH:16]=[CH:15][C:14]([O:17][CH2:18][CH2:19][CH3:20])=[CH:13][CH:12]=2)[CH2:7][C:8]([NH2:29])=[O:9])[C:4](=[O:21])[C:3]2=[CH:22][CH:23]=[CH:24][CH:25]=[C:2]12 |f:3.4|. Procedure: To a stirred solution of 3-phthalimido-3(4-propoxyphenyl)propionic acid (1.41 g, 4.0 mmol) in 25 mL of under nitrogen was added carbonyldiimidazole (0.68 g, 4.2 mmol) followed by a catalytic amount of dimethylaminopyridine. The mixture was stirred for 45 minutes at room temperature. To the reaction mixture was then added concentrated ammonium hydroxide (0.29 mL, 4.4 mmol) and the reaction mixture was stirred for 30 minutes at room temperature. The mixture was then diluted with 10 mL of water and... Reactants: FC=1C=C2C(=C(/C(/C2=CC1)=C/C1=CC=NC=C1)C)CCON (O-2-[Z-5-fluoro-2-methyl-1-(4-pyridyl)methylene-1H-inden-3-yl]ethyl hydroxylamine), COC(C=O)COC (2,3-dimethoxypropanal). The product is FC=1C=C2C(=C(/C(/C2=CC1)=C/C1=CC=NC=C1)C)CCON=CC(COC)OC (2,3-dimethoxypropanal-O-2-[Z-5-fluoro-2-methyl-1-(4-pyridyl)methylene-1H-inden-3-yl]ethyl oxime). As a reaction SMILES: [F:1][C:2]1[CH:3]=[C:4]2[C:8](=[CH:9][CH:10]=1)/[C:7](=[CH:11]\[C:12]1[CH:17]=[CH:16][N:15]=[CH:14][CH:13]=1)/[C:6]([CH3:18])=[C:5]2[CH2:19][CH2:20][O:21][NH2:22].[CH3:23][O:24][CH:25]([CH2:28][O:29][CH3:30])[CH:26]=O>>[F:1][C:2]1[CH:3]=[C:4]2[C:8](=[CH:9][CH:10]=1)/[C:7](=[CH:11]\[C:12]1[CH:13]=[CH:14][N:15]=[CH:16][CH:17]=1)/[C:6]([CH3:18])=[C:5]2[CH2:19][CH2:20][O:21][N:22]=[CH:26][CH:25]([O:24][CH3:23])[CH2:28][O:29][CH3:30]. Reported procedure: The title compound is prepared by reaction of O-2-[Z-5-fluoro-2-methyl-1-(4-pyridyl)methylene-1H-inden-3-yl]ethyl hydroxylamine with 2,3-dimethoxypropanal by the method of Example 1.